This data is from the Open Reaction Database (ORD), a public repository of structured organic reaction records. The task is: describe an organic reaction: reactants, conditions, products, and yield Reactants: 3A, CCCC1=C(C=CC(=C1O)C(=O)C)O (2,4-dihydroxy-3-propylacetophenone), C=CCCCC(CCCC=C)=O (undeca-1,10-dien-6-one), N1CCCC1 (pyrrolidine). Run in C1(=CC=CC=C1)C (toluene). Product: C(CCC=C)C1(OC2=C(C(C1)=O)C=CC(=C2CCC)O)CCCC=C (2,3-dihydro-2,2-bis(pent-4-enyl)-8-propyl-7-hydroxy-4H-1-benzopyran-4-one). Yield: 84.6%. As a reaction SMILES: [CH3:1][CH2:2][CH2:3][C:4]1[C:9]([OH:10])=[C:8]([C:11]([CH3:13])=[O:12])[CH:7]=[CH:6][C:5]=1[OH:14].[CH2:15]=[CH:16][CH2:17][CH2:18][CH2:19][C:20](=O)[CH2:21][CH2:22][CH2:23][CH:24]=[CH2:25].N1CCCC1>C1(C)C=CC=CC=1>[CH2:21]([C:20]1([CH2:19][CH2:18][CH2:17][CH:16]=[CH2:15])[CH2:13][C:11](=[O:12])[C:8]2[CH:7]=[CH:6][C:5]([OH:14])=[C:4]([CH2:3][CH2:2][CH3:1])[C:9]=2[O:10]1)[CH2:22][CH2:23][CH:24]=[CH2:25]. Procedure: A mixture of 3.93 g (20.2 mmol) of 2,4-dihydroxy-3-propylacetophenone, 3.36 g (20.2 mmol) of the title product of Example 68, 1.44 g (20.2 mmol) of pyrrolidine, and 23.5 ml of toluene was stirred at reflux under a water separator containing 3A molecular sieves for 5 hours. The mixture was then permitted to cool, and the solvent was removed under reduced pressure. Chromatography of the residue over silica gel using 25% ethyl acetate/hexane as eluant gave the title compound (5.85 g) as a dark red ... The reactants are O=CO, Cc1cc(O)c(C)c(C)c1N, O. The product is Cc1cc(O)c(C)c(C)c1NC=O. Reaction SMILES: [CH:13](=[O:14])[OH:15].[NH2:1][c:2]1[c:3]([CH3:11])[c:4]([CH3:10])[c:5]([OH:9])[cH:6][c:7]1[CH3:8].[OH2:12]>>[NH:1]([c:2]1[c:3]([CH3:11])[c:4]([CH3:10])[c:5]([OH:9])[cH:6][c:7]1[CH3:8])[CH:13]=[O:14]. Starting materials: FC(CC(COC1=C2C=CN(C2=CC=C1)C1=NC(=NC=C1)SC)O)(F)F (4,4,4-Trifluoro-1-[1-(2-methylsulfanyl-pyrimidin-4-yl)-1H-indol-4-yloxy]-butan-2-ol), C1=CC(=CC(=C1)Cl)C(=O)OO (MCPBA). Run in C(Cl)(Cl)Cl (CHCl3). Product: FC(CC(COC1=C2C=CN(C2=CC=C1)C1=NC(=NC=C1)S(=O)C)O)(F)F (4,4,4-trifluoro-1-[1-(2-methylsulfinyl-pyrimidin-4-yl)-1H-indol-4-yloxy]-butan-2-ol). Isolated yield 89.6%. RXN SMILES: [F:1][C:2]([F:26])([F:25])[CH2:3][CH:4]([OH:24])[CH2:5][O:6][C:7]1[CH:15]=[CH:14][CH:13]=[C:12]2[C:8]=1[CH:9]=[CH:10][N:11]2[C:16]1[CH:21]=[CH:20][N:19]=[C:18]([S:22][CH3:23])[N:17]=1.C1C=C(Cl)C=C(C(OO)=[O:35])C=1>C(Cl)(Cl)Cl>[F:26][C:2]([F:25])([F:1])[CH2:3][CH:4]([OH:24])[CH2:5][O:6][C:7]1[CH:15]=[CH:14][CH:13]=[C:12]2[C:8]=1[CH:9]=[CH:10][N:11]2[C:16]1[CH:21]=[CH:20][N:19]=[C:18]([S:22]([CH3:23])=[O:35])[N:17]=1. Reported procedure: 4,4,4-Trifluoro-1-[1-(2-methylsulfanyl-pyrimidin-4-yl)-1H-indol-4-yloxy]-butan-2-ol (1.5 g) in CHCl3 (200 mL) at 0° C. was stirred for 3 h with MCPBA (0.962 g) at 0° C., then quenched with 10% aqueous sodium thiosulfate. The organic layer was separated, washed with saturated NaHCO3 and brine, dried over sodium sulfate, filtered, concentrated in vacuo and purified on a column with 100% DCM to 15% MeOH/DCM (product eluting at 5% MeOH) to yield 4,4,4-trifluoro-1-[1-(2-methylsulfinyl-pyrimidin-4-yl)... Starting materials: [Br-], COC(=O)CCC(=O)Cl, Cl, [K+], NS(=O)(=O)c1ccc([N+](=O)[O-])cc1, c1ccncc1. Product: COC(=O)CCC(=O)NS(=O)(=O)c1ccc([N+](=O)[O-])cc1. As a reaction SMILES: [Br-:24].[Cl:14][C:15]([CH2:16][CH2:17][C:18](=[O:19])[O:20][CH3:21])=[O:22].[ClH:23].[K+:25].[N+:1](=[O:2])([O-:3])[c:4]1[cH:5][cH:6][c:7]([S:10](=[O:11])(=[O:12])[NH2:13])[cH:8][cH:9]1.[cH:26]1[cH:27][cH:28][n:29][cH:30][cH:31]1>>[N+:1](=[O:2])([O-:3])[c:4]1[cH:5][cH:6][c:7]([S:10](=[O:11])(=[O:12])[NH:13][C:15]([CH2:16][CH2:17][C:18](=[O:19])[O:20][CH3:21])=[O:22])[cH:8][cH:9]1. The reactants are FC=1C=C(C=CC1)C(C)=O (3′-fluoroacetophenone), C=1C=CC2=C(C1)N=NN2O (HOBt), Cl.NCC(=O)N1CCC(CC1)OC1=CC(=CC=C1)C(F)(F)F (2-amino-1-[4-(3-trifluoromethyl-phenoxy)-piperidin-1-yl]-ethanone hydrochloride), CCN(C(C)C)C(C)C (DIPEA), FC=1C=C(C=CC1)C1=CC(=NO1)C(=O)O (5-(3-fluoro-phenyl)-isoxazole-3-carboxylic acid), Intermediate 25, CCN=C=NCCCN(C)C.Cl (EDCI.HCl). Run in CN(C)C=O (DMF), O (water). Conditions: time 8 hour. Yields the product O=C(CNC(=O)C1=NOC(=C1)C1=CC(=CC=C1)F)N1CCC(CC1)OC1=CC(=CC=C1)C(F)(F)F (5-(3-fluoro-phenyl)-isoxazole-3-carboxylic acid {2-oxo-2-[4-(3-trifluoromethyl-phenoxy)-piperidin-1-yl]-ethyl}-amide). Isolated yield 58.9%. RXN SMILES: CCN(C(C)C)C(C)C.[F:10][C:11]1[CH:12]=[C:13]([C:17]2[O:21][N:20]=[C:19]([C:22]([OH:24])=O)[CH:18]=2)[CH:14]=[CH:15][CH:16]=1.FC1C=C(C(=O)C)C=CC=1.C1C=CC2N(O)N=NC=2C=1.CCN=C=NCCCN(C)C.Cl.Cl.[NH2:58][CH2:59][C:60]([N:62]1[CH2:67][CH2:66][CH:65]([O:68][C:69]2[CH:74]=[CH:73][CH:72]=[C:71]([C:75]([F:78])([F:77])[F:76])[CH:70]=2)[CH2:64][CH2:63]1)=[O:61]>CN(C=O)C.O>[O:61]=[C:60]([N:62]1[CH2:63][CH2:64][CH:65]([O:68][C:69]2[CH:74]=[CH:73][CH:72]=[C:71]([C:75]([F:78])([F:76])[F:77])[CH:70]=2)[CH2:66][CH2:67]1)[CH2:59][NH:58][C:22]([C:19]1[CH:18]=[C:17]([C:13]2[CH:14]=[CH:15][CH:16]=[C:11]([F:10])[CH:12]=2)[O:21][N:20]=1)=[O:24] |f:4.5,6.7|. Procedure: DIPEA (131 mg, 1.0 mmol) was added to a stirred solution of 5-(3-fluoro-phenyl)-isoxazole-3-carboxylic acid (60 mg, 0.29 mmol) (prepared by the method used for the synthesis of Intermediate 25, starting from 3′-fluoroacetophenone) in DMF (2 mL) followed by HOBt (41 mg, 0.3 mmol) and EDCI.HCl (58 mg, 0.3 mmol). After 2 minutes 2-amino-1-[4-(3-trifluoromethyl-phenoxy)-piperidin-1-yl]-ethanone hydrochloride (125 mg, 0.37 mmol) (prepared according to Step 1 and 5 of the General Scheme) was added to ... The reactants are C(C(=C)C)(=O)NC(OCC)=O (ethyl N-methacryloylcarbamate), NC1=CC=CC=C1 (aniline). Solvent: C1(=CC=CC=C1)C (toluene). Run at temperature 120 celsius. Yields the product C(C(=C)C)(=O)NC(=O)NC1=CC=CC=C1 (N-methacryloyl-N'-phenyl urea). Isolated yield 45.5%. RXN SMILES: [C:1]([NH:6][C:7](=[O:11])OCC)(=[O:5])[C:2]([CH3:4])=[CH2:3].[NH2:12][C:13]1[CH:18]=[CH:17][CH:16]=[CH:15][CH:14]=1>C1(C)C=CC=CC=1>[C:1]([NH:6][C:7]([NH:12][C:13]1[CH:18]=[CH:17][CH:16]=[CH:15][CH:14]=1)=[O:11])(=[O:5])[C:2]([CH3:4])=[CH2:3]. Procedure details: A reaction vessel was charged with 78.5 g of ethyl N-methacryloylcarbamate and 46.5 g of aniline to which 100 g of toluene were added and heated at 120° C. for 30 minutes. The resulting mixture was condensed under reduced pressure and isolated by column chromatography to obtain 46.4 g of N-methacryloyl-N'-phenyl urea having a melting point of 165° to 166° C. The reactants are C[SiH](C)OC1(C2CCNC(=O)C2)CC(C(C)(C)C)CN1C(=O)OC(C)(C)C, [H-], [Na+], ICCOC1CCCCO1, C1CCOC1. The product is C[SiH](C)OC1(C2CCN(CCOC3CCCCO3)C(=O)C2)CC(C(C)(C)C)CN1C(=O)OC(C)(C)C. RXN SMILES: [C:3]([CH3:4])([CH3:5])([CH3:6])[O:7][C:8](=[O:9])[N:10]1[C:11]([CH:19]2[CH2:20][C:21](=[O:25])[NH:22][CH2:23][CH2:24]2)([O:26][SiH:27]([CH3:28])[CH3:29])[CH2:12][CH:13]([C:15]([CH3:16])([CH3:17])[CH3:18])[CH2:14]1.[H-:1].[Na+:2].[O:30]1[CH:31]([O:36][CH2:37][CH2:38][I:39])[CH2:32][CH2:33][CH2:34][CH2:35]1.[O:40]1[CH2:41][CH2:42][CH2:43][CH2:44]1>>[C:3]([CH3:4])([CH3:5])([CH3:6])[O:7][C:8](=[O:9])[N:10]1[C:11]([CH:19]2[CH2:20][C:21](=[O:25])[N:22]([CH2:38][CH2:37][O:36][CH:31]3[O:30][CH2:35][CH2:34][CH2:33][CH2:32]3)[CH2:23][CH2:24]2)([O:26][SiH:27]([CH3:28])[CH3:29])[CH2:12][CH:13]([C:15]([CH3:16])([CH3:17])[CH3:18])[CH2:14]1. The reactants are CCOC(=O)C1(CCCOC)CCNCC1, O=S(=O)(Cl)c1ccccc1, c1ccncc1. Yields the product CCOC(=O)C1(CCCOC)CCN(S(=O)(=O)c2ccccc2)CC1. Reaction SMILES: [CH2:1]([CH3:2])[O:3][C:4](=[O:5])[C:6]1([CH2:12][CH2:13][CH2:14][O:15][CH3:16])[CH2:7][CH2:8][NH:9][CH2:10][CH2:11]1.[c:17]1([S:23](=[O:24])(=[O:25])[Cl:26])[cH:18][cH:19][cH:20][cH:21][cH:22]1.[cH:27]1[cH:28][cH:29][n:30][cH:31][cH:32]1>>[CH2:1]([CH3:2])[O:3][C:4](=[O:5])[C:6]1([CH2:12][CH2:13][CH2:14][O:15][CH3:16])[CH2:7][CH2:8][N:9]([S:23]([c:17]2[cH:18][cH:19][cH:20][cH:21][cH:22]2)(=[O:24])=[O:25])[CH2:10][CH2:11]1.